This data is from the Open Reaction Database (ORD), a public repository of structured organic reaction records. The task is: describe an organic reaction: reactants, conditions, products, and yield Reactants: OC[C@H]1N(CCC1)C1CCN(CC1)C(=O)C=1N(C(=NC1I)C1=CC(=CC=C1)OC(F)(F)F)C ([4-((S)-2-Hydroxymethyl-pyrrolidin-1-yl)-piperidin-1-yl]-[5-iodo-3-methyl-2-(3-trifluoromethoxy-phenyl)-3H-imidazol-4-yl]-methanone), N1=CC=C(C=C1)B(O)O (pyridin-4-yl-boronic acid). Yields the product OC[C@H]1N(CCC1)C1CCN(CC1)C(=O)C=1N(C(=NC1C1=CC=NC=C1)C1=CC(=CC=C1)OC(F)(F)F)C ([4-((S)-2-Hydroxymethyl-pyrrolidin-1-yl)-piperidin-1-yl]-[3-methyl-5-pyridin-4-yl-2-(3-trifluoromethoxy-phenyl)-3H-imidazol-4-yl]-methanone). RXN SMILES: [OH:1][CH2:2][C@@H:3]1[CH2:7][CH2:6][CH2:5][N:4]1[CH:8]1[CH2:13][CH2:12][N:11]([C:14]([C:16]2[N:17]([CH3:33])[C:18]([C:22]3[CH:27]=[CH:26][CH:25]=[C:24]([O:28][C:29]([F:32])([F:31])[F:30])[CH:23]=3)=[N:19][C:20]=2I)=[O:15])[CH2:10][CH2:9]1.[N:34]1[CH:39]=[CH:38][C:37](B(O)O)=[CH:36][CH:35]=1>>[OH:1][CH2:2][C@@H:3]1[CH2:7][CH2:6][CH2:5][N:4]1[CH:8]1[CH2:13][CH2:12][N:11]([C:14]([C:16]2[N:17]([CH3:33])[C:18]([C:22]3[CH:27]=[CH:26][CH:25]=[C:24]([O:28][C:29]([F:32])([F:31])[F:30])[CH:23]=3)=[N:19][C:20]=2[C:37]2[CH:38]=[CH:39][N:34]=[CH:35][CH:36]=2)=[O:15])[CH2:10][CH2:9]1. Procedure details: In analogy to the procedure described for example 7, [4-((S)-2-hydroxymethyl-pyrrolidin-1-yl)-piperidin-1-yl]-[5-iodo-3-methyl-2-(3-trifluoromethoxy-phenyl)-3H-imidazol-4-yl]-methanone (example 53) was reacted with pyridin-4-yl-boronic acid to give the title compound as colorless foam. MS: 530.1 (MH+). The reactants are CS(C)=O, CC(C)(COS(=O)(=O)CCCCl)C(OCc1ccccc1)C(=O)OCCN1CCOCC1, [N-]=[N+]=[N-], [Na+]. RXN SMILES: [CH3:37][S:38](=[O:39])[CH3:40].[Cl:1][CH2:2][CH2:3][CH2:4][S:5](=[O:6])(=[O:7])[O:8][CH2:9][C:10]([CH:11]([C:12](=[O:13])[O:14][CH2:15][CH2:16][N:17]1[CH2:18][CH2:19][O:20][CH2:21][CH2:22]1)[O:23][CH2:24][c:25]1[cH:26][cH:27][cH:28][cH:29][cH:30]1)([CH3:31])[CH3:32].[N-:34]=[N+:35]=[N-:36].[Na+:33]>>[CH2:2]([CH2:3][CH2:4][S:5](=[O:6])(=[O:7])[O:8][CH2:9][C:10]([CH:11]([C:12](=[O:13])[O:14][CH2:15][CH2:16][N:17]1[CH2:18][CH2:19][O:20][CH2:21][CH2:22]1)[O:23][CH2:24][c:25]1[cH:26][cH:27][cH:28][cH:29][cH:30]1)([CH3:31])[CH3:32])[N:34]=[N+:35]=[N-:36]. The product is CC(C)(COS(=O)(=O)CCCN=[N+]=[N-])C(OCc1ccccc1)C(=O)OCCN1CCOCC1. The reactants are BrC=1C=C2CCNC2=CC1 (5-bromoindoline), ClC1=NC2=C(N1)C=CC=C2 (2-chloro-1H-benzo[d]imidazole), O (water). Solvent: CC(=O)N(C)C.CN(C)C=O (DMA DMF). Conditions: temperature 150 celsius, time 12 hour. Product: BrC=1C=C2CCN(C2=CC1)C1=NC2=C(N1)C=CC=C2 (2-(5-Bromo-2,3-dihydro-1H-indol-1-yl)-1H-benzimidazole). Yield: 69.4%. Reaction SMILES: [Br:1][C:2]1[CH:3]=[C:4]2[C:8](=[CH:9][CH:10]=1)[NH:7][CH2:6][CH2:5]2.Cl[C:12]1[NH:16][C:15]2[CH:17]=[CH:18][CH:19]=[CH:20][C:14]=2[N:13]=1.O>CC(N(C)C)=O.CN(C=O)C>[Br:1][C:2]1[CH:3]=[C:4]2[C:8](=[CH:9][CH:10]=1)[N:7]([C:12]1[NH:16][C:15]3[CH:17]=[CH:18][CH:19]=[CH:20][C:14]=3[N:13]=1)[CH2:6][CH2:5]2 |f:3.4|. Reported procedure: A mixture of 5-bromoindoline (1 g) and 2-chloro-1H-benzo[d]imidazole (0.770 g) in DMA/DMF (5 mL, 3/2) was stirred at 150° C. for 12 h, treated with water, and extracted with AcOEt. The organic layer was dried over MgSO4 and concentrated under reduced pressure. The residue was purified by silica gel column chromatography (AcOEt/hexane) to give the title compound (1.1 g). Reactants: C(C)(C)(C)OC(NC1=C(C=C(C=C1)OC(F)(F)F)NC(CC(=O)C1=CC(=CC=C1)C1=CC(=NC(=C1)C)C)=O)=O ((2-{3-[3-(2,6-dimethyl-pyridin-4-yl)-phenyl]-3-oxo-propionylamino}-4-trifluoromethoxy-phenyl)-carbamic acid tert-butyl ester), C(=O)(C(F)(F)F)O (TFA). The solvent is C(Cl)Cl (CH2Cl2). The product is CC1=NC(=CC(=C1)C=1C=C(C=CC1)C1=NC2=C(NC(C1)=O)C=C(C=C2)OC(F)(F)F)C (4-[3-(2,6-Dimethyl-pyridin-4-yl)-phenyl]-8-trifluoromethoxy-1,3-dihydro-benzo[b][1,4]diazepin-2-one), solid. Yield: 54.0%. Reaction SMILES: C(OC(=O)[NH:7][C:8]1[CH:13]=[CH:12][C:11]([O:14][C:15]([F:18])([F:17])[F:16])=[CH:10][C:9]=1[NH:19][C:20](=[O:38])[CH2:21][C:22]([C:24]1[CH:29]=[CH:28][CH:27]=[C:26]([C:30]2[CH:35]=[C:34]([CH3:36])[N:33]=[C:32]([CH3:37])[CH:31]=2)[CH:25]=1)=O)(C)(C)C.C(O)(C(F)(F)F)=O>C(Cl)Cl>[CH3:36][C:34]1[CH:35]=[C:30]([C:26]2[CH:25]=[C:24]([C:22]3[CH2:21][C:20](=[O:38])[NH:19][C:9]4[CH:10]=[C:11]([O:14][C:15]([F:18])([F:17])[F:16])[CH:12]=[CH:13][C:8]=4[N:7]=3)[CH:29]=[CH:28][CH:27]=2)[CH:31]=[C:32]([CH3:37])[N:33]=1. Procedure: The title compound was prepared from (2-{3-[3-(2,6-dimethyl-pyridin-4-yl)-phenyl]-3-oxo-propionylamino}-4-trifluoromethoxy-phenyl)-carbamic acid tert-butyl ester (Example M193) (230 mg, 0.423 mmol) by treatment with TFA in CH2Cl2 according to the general procedure N. Obtained as a white solid (97 mg, 54%).